From a dataset of the Open Reaction Database (ORD), a public repository of structured organic reaction records. describe an organic reaction: reactants, conditions, products, and yield Reactants: [Si](C)(C)(C(C)(C)C)O[C@H]1C[C@@H]([C@H](CC1)OC1=CC(=C(C=C1Cl)S(=O)(=O)N(C1=NC=NC=C1)CC1=C(C=C(C=C1)OC)OC)F)C1=CC=NN1C (4-{[(1S*,2R*,4R*)-4-{[tert-butyl(dimethyl)silyl]oxy}-2-(1-methyl-1H-pyrazol-5-yl)cyclohexyl]oxy}-5-chloro-N-(2,4-dimethoxybenzyl)-2-fluoro-N-(pyrimidin-4-yl)benzenesulfonamide), [F-].C(CCC)[N+](CCCC)(CCCC)CCCC (tetrabutyl ammonium fluoride). Solvent: C1CCOC1 (THF). Yields the product ClC=1C(=CC(=C(C1)S(=O)(=O)N(C1=NC=NC=C1)CC1=C(C=C(C=C1)OC)OC)F)O[C@@H]1[C@H](C[C@@H](CC1)O)C1=CC=NN1C (5-Chloro-N-(2,4-dimethoxybenzyl)-2-fluoro-4-{[(1S*,2R*,4R*)-4-hydroxy-2-(1-methyl-1H-pyrazol-5-yl)cyclohexyl]oxy}-N-(pyrimidin-4-yl)benzenesulfonamide). Yield: 86.1%. As a reaction SMILES: [Si]([O:8][C@@H:9]1[CH2:14][CH2:13][C@H:12]([O:15][C:16]2[C:21]([Cl:22])=[CH:20][C:19]([S:23]([N:26]([CH2:33][C:34]3[CH:39]=[CH:38][C:37]([O:40][CH3:41])=[CH:36][C:35]=3[O:42][CH3:43])[C:27]3[CH:32]=[CH:31][N:30]=[CH:29][N:28]=3)(=[O:25])=[O:24])=[C:18]([F:44])[CH:17]=2)[C@@H:11]([C:45]2[N:49]([CH3:50])[N:48]=[CH:47][CH:46]=2)[CH2:10]1)(C(C)(C)C)(C)C.[F-].C([N+](CCCC)(CCCC)CCCC)CCC>C1COCC1>[Cl:22][C:21]1[C:16]([O:15][C@H:12]2[CH2:13][CH2:14][C@@H:9]([OH:8])[CH2:10][C@@H:11]2[C:45]2[N:49]([CH3:50])[N:48]=[CH:47][CH:46]=2)=[CH:17][C:18]([F:44])=[C:19]([S:23]([N:26]([CH2:33][C:34]2[CH:39]=[CH:38][C:37]([O:40][CH3:41])=[CH:36][C:35]=2[O:42][CH3:43])[C:27]2[CH:32]=[CH:31][N:30]=[CH:29][N:28]=2)(=[O:25])=[O:24])[CH:20]=1 |f:1.2|. Procedure details: The reaction and aftertreatment were conducted in the same manner as in Example 120c by using the 4-{[(1S*,2R*,4R*)-4-{[tert-butyl(dimethyl)silyl]oxy}-2-(1-methyl-1H-pyrazol-5-yl)cyclohexyl]oxy}-5-chloro-N-(2,4-dimethoxybenzyl)-2-fluoro-N-(pyrimidin-4-yl)benzenesulfonamide (90.0 mg, 0.120 mmol) prepared in Example 161b, tetrabutyl ammonium fluoride (1.0 M solution in THF; 0.241 mL, 0.241 mmol) and THF (5.0 mL), to yield the title compound (65.3 mg, 86%) as a colorless solid.